This data is from the Open Reaction Database (ORD), a public repository of structured organic reaction records. The task is: describe an organic reaction: reactants, conditions, products, and yield Reactants: N(=NC(=O)OCC)C(=O)OCC (Diethyl azodicarboxylate), C(C1=CC=CC=C1)N1C=NC=2N(C(N(C(C12)=O)CCCC[C@@H](C)O)=O)C ((R)-7-benzyl-1-(5-hydroxyhexyl)-3-methylxanthine), [N+](=O)([O-])C1=CC=C(C(=O)O)C=C1 (4-nitrobenzoic acid), C1(=CC=CC=C1)P(C1=CC=CC=C1)C1=CC=CC=C1 (triphenylphosphine). Run in O1CCCC1 (tetrahydrofuran). Reaction conditions: time 30 minute. The product is C(C1=CC=CC=C1)N1C=NC=2N(C(N(C(C12)=O)CCCC[C@H](C)OC(C1=CC=C(C=C1)[N+](=O)[O-])=O)=O)C ((S)-7-benzyl-1-(5-(4-nitrobenzoyloxy)hexyl)-3-methylxanthine). Yield: 88.3%. As a reaction SMILES: N(C(OCC)=O)=NC(OCC)=O.[CH2:13]([N:20]1[C:28]2[C:27](=[O:29])[N:26]([CH2:30][CH2:31][CH2:32][CH2:33][C@H:34]([OH:36])[CH3:35])[C:25](=[O:37])[N:24]([CH3:38])[C:23]=2[N:22]=[CH:21]1)[C:14]1[CH:19]=[CH:18][CH:17]=[CH:16][CH:15]=1.[N+:39]([C:42]1[CH:50]=[CH:49][C:45]([C:46](O)=[O:47])=[CH:44][CH:43]=1)([O-:41])=[O:40].C1(P(C2C=CC=CC=2)C2C=CC=CC=2)C=CC=CC=1>O1CCCC1>[CH2:13]([N:20]1[C:28]2[C:27](=[O:29])[N:26]([CH2:30][CH2:31][CH2:32][CH2:33][C@@H:34]([O:36][C:46](=[O:47])[C:45]3[CH:44]=[CH:43][C:42]([N+:39]([O-:41])=[O:40])=[CH:50][CH:49]=3)[CH3:35])[C:25](=[O:37])[N:24]([CH3:38])[C:23]=2[N:22]=[CH:21]1)[C:14]1[CH:19]=[CH:18][CH:17]=[CH:16][CH:15]=1. Procedure details: Diethyl azodicarboxylate (14.63 g, 84 mmol) was added dropwise to a solution of (R)-7-benzyl-1-(5-hydroxyhexyl)-3-methylxanthine (as prepared in Example 29) (20 g, 56 mmol), 4-nitrobenzoic acid (14 g, 84 mmol) and triphenylphosphine (22 g, 84 mmol) in tetrahydrofuran (200 ml). After stirring for 30 minutes, the reaction mixture was concentrated under reduced pressure. The residue was purified by flash chromatography on silica gel eluting with 30% ethyl acetate-hexane to provide (S)-7-benzyl-1-(5... Reactants: FC1=NC=C(C(=C1)I)C (2-fluoro-4-iodo-5-methyl pyridine), C(C)OC(=O)N1CCCCC1 (ethyl-1-piperidinecarboxylate), C([O-])([O-])=O.[Cs+].[Cs+] (cesium carbonate), C1(=CC=CC=C1)P(CCCP(C1=CC=CC=C1)C1=CC=CC=C1)C1=CC=CC=C1 (1,3-bis(diphenylphosphino)propane). Reagents/catalysts: C(C)(=O)[O-].[Pd+2].C(C)(=O)[O-] (Palladium acetate). Run in CN(C)C=O (DMF), CN(C)C=O (DMF). Conditions: temperature 160 celsius. Product: FC1=NC=C(C(=C1)N1CCC(CC1)C(=O)OCC)C (2-Fluoro-5-methyl-4-(4-ethoxycarbonyl-piperdinyl)pyridine). Yield: 572.6%. As a reaction SMILES: C1(P([C:24]2[CH:29]=CC=CC=2)CCCP(C2C=CC=CC=2)C2C=CC=CC=2)C=CC=CC=1.[F:30][C:31]1[CH:36]=[C:35](I)[C:34]([CH3:38])=[CH:33][N:32]=1.C(OC([N:44]1[CH2:49][CH2:48][CH2:47][CH2:46][CH2:45]1)=O)C.[C:50](=O)([O-:52])[O-:51].[Cs+].[Cs+]>CN(C=O)C.C([O-])(=O)C.[Pd+2].C([O-])(=O)C>[F:30][C:31]1[CH:36]=[C:35]([N:44]2[CH2:45][CH2:46][CH:47]([C:50]([O:52][CH2:29][CH3:24])=[O:51])[CH2:48][CH2:49]2)[C:34]([CH3:38])=[CH:33][N:32]=1 |f:3.4.5,7.8.9|. Reported procedure: Palladium acetate (0.04 mmol, 10 mg) was stirred with 1,3-bis(diphenylphosphino)propane (18 mg, 0.04 mmol) in DMF (0.5 mL) for 10 minutes. A mixture of 2-fluoro-4-iodo-5-methyl pyridine (0.42 mmol, 100 mg), ethyl-1-piperidinecarboxylate (0.5 mmol, 0.08 mL) and cesium carbonate (275 mg, 2 equiv) in DMF (1.5 mL) was then added, stirred vigorously, and heated in the microwave to 160° C. for 10 minutes. The resulting black mixture was poured onto a silica gel column and purified by flash chromatogra... The reactants are COc1cc(C)c(C(O)c2c(Cl)cnc(Cl)c2Cl)c(OC)c1OC, Cc1ccccc1. The product is COc1cc(C)c(C(=O)c2c(Cl)cnc(Cl)c2Cl)c(OC)c1OC. As a reaction SMILES: [CH3:1][O:2][c:3]1[c:4]([CH:14]([OH:15])[c:16]2[c:17]([Cl:24])[c:18]([Cl:23])[n:19][cH:20][c:21]2[Cl:22])[c:5]([CH3:13])[cH:6][c:7]([O:11][CH3:12])[c:8]1[O:9][CH3:10].[CH3:25][c:26]1[cH:27][cH:28][cH:29][cH:30][cH:31]1>>[CH3:1][O:2][c:3]1[c:4]([C:14](=[O:15])[c:16]2[c:17]([Cl:24])[c:18]([Cl:23])[n:19][cH:20][c:21]2[Cl:22])[c:5]([CH3:13])[cH:6][c:7]([O:11][CH3:12])[c:8]1[O:9][CH3:10]. RXN SMILES: [CH:1]1([N:4]2[C:13]3[C:8](=[CH:9][C:10]([F:22])=[C:11]([C:16]4(O)[CH2:18][C:17]4=C=O)[C:12]=3[O:14][CH3:15])[C:7](=[O:23])[C:6]([C:24]([O:26]CC)=[O:25])=[CH:5]2)[CH2:3][CH2:2]1.[OH-:29].[Na+].Cl.[CH2:32]([OH:34])C>>[CH:1]1([N:4]2[C:13]3[C:8](=[CH:9][C:10]([F:22])=[C:11]([C:16]4([C:32]([OH:34])=[O:29])[CH2:17][CH2:18]4)[C:12]=3[O:14][CH3:15])[C:7](=[O:23])[C:6]([C:24]([OH:26])=[O:25])=[CH:5]2)[CH2:2][CH2:3]1 |f:1.2|. Reaction conditions: time 15 hour. Yields the product C1(CC1)N1C=C(C(C2=CC(=C(C(=C12)OC)C1(CC1)C(=O)O)F)=O)C(=O)O (1-cyclopropyl-6-fluoro-7-(1-hydroxycarbonylcyclopropyl)-8-methoxy-1,4-dihydro-4-oxo-3-quinolinecarboxylic acid). Reactants: C1(CC1)N1C=C(C(C2=CC(=C(C(=C12)OC)C1(C(C1)=C=O)O)F)=O)C(=O)OCC (ethyl 1-cyclopropyl-6-fluoro-7-(1-hydroxy-carbonylcyclopropyl)-8-methoxy-1,4-dihydro-4-oxo-3-quino-linecarboxylate), C(C)O (ethanol), [OH-].[Na+] (NaOH), Cl (HCl). The yield is 86.2%. Reported procedure: 180 mg of ethyl 1-cyclopropyl-6-fluoro-7-(1-hydroxy-carbonylcyclopropyl)-8-methoxy-1,4-dihydro-4-oxo-3-quino-linecarboxylate was suspended in 2 ml of ethanol. After adding 1 ml of 2N NaOH, the mixture was stirred at room temperature for 15 hours. Then 2N HCl was added to the reaction mixture and the organic layer was collected, successively washed with water and a saturated aqueous solution of sodium chloride and dried over anhydrous sodium sulfate. After removing the solvent under reduced press...